The task is: describe an organic reaction: reactants, conditions, products, and yield. This data is from the Open Reaction Database (ORD), a public repository of structured organic reaction records. Starting materials: C[C@@H]1CC[C@H](CC1)NC(C=CC1=CC(=C(C=C1)OCCN1CCCCC1)OC)=O (N-(trans-4-methylcyclohexyl)-4-(2-piperidinoethoxy)-3-methoxycinnamamide). Reagents/catalysts: [C].[Pd] (palladium-carbon). The solvent is CO (methanol). The product is C[C@@H]1CC[C@H](CC1)NC(CCC1=CC(=C(C=C1)OCCN1CCCCC1)OC)=O (N-(trans-4-methylcyclohexyl)-3-[4-(2-piperidinoethoxy)-3-methoxyphenyl]propionamide). Yield: 90.5%. RXN SMILES: [CH3:1][C@H:2]1[CH2:7][CH2:6][C@H:5]([NH:8][C:9](=[O:29])[CH:10]=[CH:11][C:12]2[CH:17]=[CH:16][C:15]([O:18][CH2:19][CH2:20][N:21]3[CH2:26][CH2:25][CH2:24][CH2:23][CH2:22]3)=[C:14]([O:27][CH3:28])[CH:13]=2)[CH2:4][CH2:3]1>[C].[Pd].CO>[CH3:1][C@H:2]1[CH2:3][CH2:4][C@H:5]([NH:8][C:9](=[O:29])[CH2:10][CH2:11][C:12]2[CH:17]=[CH:16][C:15]([O:18][CH2:19][CH2:20][N:21]3[CH2:22][CH2:23][CH2:24][CH2:25][CH2:26]3)=[C:14]([O:27][CH3:28])[CH:13]=2)[CH2:6][CH2:7]1 |f:1.2|. Procedure details: Using 1 g of N-(trans-4-methylcyclohexyl)-4-(2-piperidinoethoxy)-3-methoxycinnamamide (Example 142), 0.05 g of 10% palladium-carbon, and 100 ml of methanol, a reaction similar to that conducted in Example 147 was carried out. The product obtained was recrystallized from methylene chloride/ether, yielding 0.91 g of N-(trans-4-methylcyclohexyl)-3-[4-(2-piperidinoethoxy)-3-methoxyphenyl]propionamide (a compound of the present invention) as white crystal, which had the following physiochemical prope... Reactants: C(C)(=O)OC=1C=C2C(NC(=NC2=CC1)C1=CC(=CC=C1)[N+](=O)[O-])=O (2-(3-nitrophenyl)-4-oxo-3,4-dihydroquinazolin-6-yl acetate), O=S(Cl)Cl (SOCl2), CN(C)C=O (DMF). The product is C(C)(=O)OC=1C=C2C(=NC(=NC2=CC1)C1=CC(=CC=C1)[N+](=O)[O-])Cl (4-chloro-2-(3-nitrophenyl)quinazolin-6-yl acetate). As a reaction SMILES: [C:1]([O:4][C:5]1[CH:6]=[C:7]2[C:12](=[CH:13][CH:14]=1)[N:11]=[C:10]([C:15]1[CH:20]=[CH:19][CH:18]=[C:17]([N+:21]([O-:23])=[O:22])[CH:16]=1)[NH:9][C:8]2=O)(=[O:3])[CH3:2].CN(C=O)C.O=S(Cl)[Cl:32]>>[C:1]([O:4][C:5]1[CH:6]=[C:7]2[C:12](=[CH:13][CH:14]=1)[N:11]=[C:10]([C:15]1[CH:20]=[CH:19][CH:18]=[C:17]([N+:21]([O-:23])=[O:22])[CH:16]=1)[N:9]=[C:8]2[Cl:32])(=[O:3])[CH3:2]. Reported procedure: A suspension of 2-(3-nitrophenyl)-4-oxo-3,4-dihydroquinazolin-6-yl acetate (3.30 g, 10.1 mmol) in SOCl2 (65 mL) was added DMF (2 mL). The mixture was refluxed for 2.5 h, upon which the volatiles were removed in vacuo. The residue was taken up in CHCl3 (450 mL) and washed with sat NaHCO3 (200 ml) and water (200 mL). The organic layer was dried (Na2SO4), filtered and concentrated in vacuo to give the product 4-chloro-2-(3-nitrophenyl)quinazolin-6-yl acetate (3.53 g, 10.3 mmol). HPLC retention time... The reactants are C1(CC1)N1C(=NC(=C1C(=O)O)C=1C=NC(=CC1)O)C1=CC=C(C=C1)OC(F)(F)F (3-cyclopropyl-5-(6-hydroxy-pyridin-3-yl)-2-(4-trifluoromethoxy-phenyl)-3H-imidazole-4-carboxylic acid), C(C)OC(CN(C(C1=CC(=CC=C1)OC(F)(F)F)=O)C1CC1)=O ([cyclopropyl-(3-trifluoromethoxy-benzoyl)-amino]-acetic acid ethyl ester), N1(CCCC1)C1CCNCC1 (4-pyrrolidin-1-yl-piperidine). Product: C1(CC1)N1C(=NC(=C1C(=O)N1CCC(CC1)N1CCCC1)C=1C=NC(=CC1)O)C1=CC(=CC=C1)OC(F)(F)F ([3-Cyclopropyl-5-(6-hydroxy-pyridin-3-yl)-2-(3-trifluoromethoxy-phenyl)-3H-imidazol-4-yl]-(4-pyrrolidin-1-yl-piperidin-1-yl)-methanone). Reaction SMILES: [CH:1]1([N:4]2[C:8]([C:9]([OH:11])=O)=[C:7]([C:12]3[CH:13]=[N:14][C:15]([OH:18])=[CH:16][CH:17]=3)[N:6]=[C:5]2C2C=CC(OC(F)(F)F)=CC=2)[CH2:3][CH2:2]1.C(OC(=O)CN(C1CC1)C(=O)[C:37]1[CH:42]=[CH:41][CH:40]=[C:39]([O:43][C:44]([F:47])([F:46])[F:45])[CH:38]=1)C.[N:53]1([CH:58]2[CH2:63][CH2:62][NH:61][CH2:60][CH2:59]2)[CH2:57][CH2:56][CH2:55][CH2:54]1>>[CH:1]1([N:4]2[C:8]([C:9]([N:61]3[CH2:62][CH2:63][CH:58]([N:53]4[CH2:57][CH2:56][CH2:55][CH2:54]4)[CH2:59][CH2:60]3)=[O:11])=[C:7]([C:12]3[CH:13]=[N:14][C:15]([OH:18])=[CH:16][CH:17]=3)[N:6]=[C:5]2[C:41]2[CH:42]=[CH:37][CH:38]=[C:39]([O:43][C:44]([F:45])([F:46])[F:47])[CH:40]=2)[CH2:3][CH2:2]1. Procedure details: In analogy to the procedure described for example 2, the title compound has been obtained by coupling of 3-cyclopropyl-5-(6-hydroxy-pyridin-3-yl)-2-(3-trifluoromethoxy-phenyl)-3H-imidazole-4-carboxylic acid (prepared in analogy to the sequence described for the preparation of intermediate 9, using [cyclopropyl-(3-trifluoromethoxy-benzoyl)-amino]-acetic acid ethyl ester instead of [cyclopropyl-(4-trifluoromethoxy-benzoyl)-amino]-acetic acid ethyl ester in step 9A) with 4-pyrrolidin-1-yl-piperidin... Reactants: ClCC=1N=C(OC1C)C=1OC=CC1 (4-chloromethyl-2-(2-furyl)-5-methyl-1,3-oxazole), OC=1C=C(C=O)C=CC1OC (3-hydroxy-4-methoxybenzaldehyde), C([O-])([O-])=O.[K+].[K+] (potassium carbonate), CN(C=O)C (N,N-dimethylformamide). The solvent is O (Water). Conditions: temperature 90 celsius, time 3 hour. Yields the product O1C(=CC=C1)C=1OC(=C(N1)COC=1C=C(C=O)C=CC1OC)C (3-{[2-(2-furyl)-5-methyl-1,3-oxazol-4-yl]methoxy}-4-methoxybenzaldehyde). Isolated yield 67.4%. Reaction SMILES: Cl[CH2:2][C:3]1[N:4]=[C:5]([C:9]2[O:10][CH:11]=[CH:12][CH:13]=2)[O:6][C:7]=1[CH3:8].[OH:14][C:15]1[CH:16]=[C:17]([CH:20]=[CH:21][C:22]=1[O:23][CH3:24])[CH:18]=[O:19].C(=O)([O-])[O-].[K+].[K+].CN(C)C=O>O>[O:10]1[CH:11]=[CH:12][CH:13]=[C:9]1[C:5]1[O:6][C:7]([CH3:8])=[C:3]([CH2:2][O:14][C:15]2[CH:16]=[C:17]([CH:20]=[CH:21][C:22]=2[O:23][CH3:24])[CH:18]=[O:19])[N:4]=1 |f:2.3.4|. Procedure: A mixture of 4-chloromethyl-2-(2-furyl)-5-methyl-1,3-oxazole (20.0 g), 3-hydroxy-4-methoxybenzaldehyde (13.97 g), potassium carbonate (13.96 g) and N,N-dimethylformamide (200 mL) was stirred at 90° C. for 3 hrs. Water was poured into the reaction mixture, and the precipitated crystals were collected by filtration to give 3-{[2-(2-furyl)-5-methyl-1,3-oxazol-4-yl]methoxy}-4-methoxybenzaldehyde as colorless crystals (19.4 g, yield 67%). Recrystallization from ethyl acetate-hexane gave colorless pri... As a reaction SMILES: [C:1]([C:5]1[CH:6]=[C:7]([CH:10]=[C:11]([C:14]([CH3:17])([CH3:16])[CH3:15])[C:12]=1[OH:13])C=O)([CH3:4])([CH3:3])[CH3:2].C1(P(C2C=CC=CC=2)(C2C=CC=CC=2)=[C:25]2[CH2:30][CH2:29][O:28][C:26]2=[O:27])C=CC=CC=1.[CH:43](Cl)(Cl)Cl>CS(C)=O>[C:1]([C:5]1[CH:6]=[C:7]([CH:10]=[C:11]([C:14]([CH3:17])([CH3:16])[CH3:15])[C:12]=1[OH:13])[CH:43]=[C:25]1[CH2:30][CH2:29][O:28][C:26]1=[O:27])([CH3:3])([CH3:2])[CH3:4]. Yields the product C(C)(C)(C)C=1C=C(C=C2C(=O)OCC2)C=C(C1O)C(C)(C)C (α-(3,5-di-tert-butyl-4-hydroxybenzylidene)-γ-butyrolactone). The reactants are C(C)(C)(C)C=1C=C(C=O)C=C(C1O)C(C)(C)C (3,5-di-tert-butyl-4-hydroxybenzaldehyde), C1(=CC=CC=C1)P(=C1C(=O)OCC1)(C1=CC=CC=C1)C1=CC=CC=C1 (α-triphenylphosphoranylidene-γ-butyrolactone), C(Cl)(Cl)Cl (chloroform). Solvent: CS(=O)C (dimethyl sulfoxide). Reported procedure: In 150 ml of dimethyl sulfoxide (DMSO) were dissolved 18 g of 3,5-di-tert-butyl-4-hydroxybenzaldehyde and 27 g of α-triphenylphosphoranylidene-γ-butyrolactone, and the reaction was carried out at 80° C. on a hot water bath with stirring for 20 hours. After the completion of the reaction, 800 ml of chloroform was added to the cooled reaction mixture, and the resulting mixture washed 5 times with the same volume of water to remove the solvent DMSO. The chloroform layer was separated and concentrat... Run at time 20 hour. Reactants: O (water), C(CCCCCCCCCCCCCCC)(=O)OC(CSCCC(=O)O)COC(CCCCCCCCCCCCCCC)=O (6,7-bis(palmitoyloxy)-4-thiaheptanoic acid), P(=O)(OCC)(OCC)C#N (diethyl cyanophosphate), Example 4, Cl.C(C)(C)(C)OC(CNC(CNC(CN)=O)=O)=O (glycylglycylglycine t-butyl ester hydrochloride). The solvent is C(C)N(CC)CC (triethylamine), CN(C=O)C (dimethylformamide). Conditions: time 1 hour. Product: C(C)(C)(C)OC(CNC(CNC(CNC(CCSCC(COC(CCCCCCCCCCCCCCC)=O)OC(CCCCCCCCCCCCCCC)=O)=O)=O)=O)=O ((6,7-bis(palmitoyloxy)-4-thiaheptanoyl)glycylglycylglycine t-butyl ester). Isolated yield 20.0%. As a reaction SMILES: [C:1]([O:18][CH:19]([CH2:27][O:28][C:29](=[O:45])[CH2:30][CH2:31][CH2:32][CH2:33][CH2:34][CH2:35][CH2:36][CH2:37][CH2:38][CH2:39][CH2:40][CH2:41][CH2:42][CH2:43][CH3:44])[CH2:20][S:21][CH2:22][CH2:23][C:24]([OH:26])=O)(=[O:17])[CH2:2][CH2:3][CH2:4][CH2:5][CH2:6][CH2:7][CH2:8][CH2:9][CH2:10][CH2:11][CH2:12][CH2:13][CH2:14][CH2:15][CH3:16].Cl.[C:47]([O:51][C:52](=[O:63])[CH2:53][NH:54][C:55](=[O:62])[CH2:56][NH:57][C:58](=[O:61])[CH2:59][NH2:60])([CH3:50])([CH3:49])[CH3:48].P(C#N)(OCC)(OCC)=O.O>CN(C)C=O.C(N(CC)CC)C>[C:47]([O:51][C:52](=[O:63])[CH2:53][NH:54][C:55](=[O:62])[CH2:56][NH:57][C:58](=[O:61])[CH2:59][NH:60][C:24](=[O:26])[CH2:23][CH2:22][S:21][CH2:20][CH:19]([O:18][C:1](=[O:17])[CH2:2][CH2:3][CH2:4][CH2:5][CH2:6][CH2:7][CH2:8][CH2:9][CH2:10][CH2:11][CH2:12][CH2:13][CH2:14][CH2:15][CH3:16])[CH2:27][O:28][C:29](=[O:45])[CH2:30][CH2:31][CH2:32][CH2:33][CH2:34][CH2:35][CH2:36][CH2:37][CH2:38][CH2:39][CH2:40][CH2:41][CH2:42][CH2:43][CH3:44])([CH3:50])([CH3:48])[CH3:49] |f:1.2|. Reported procedure: To a solution of 6,7-bis(palmitoyloxy)-4-thiaheptanoic acid as obtained in Reference Example 4 (400 mg) and glycylglycylglycine t-butyl ester hydrochloride (149 mg) in dimethylformamide (6 ml), triethylamine (0.094 ml) and diethyl cyanophosphate (150 mg) were added at 0° C., followed by stirring at room temperature for 1 hour. After addition of water, the reaction mixture was extracted with chloroform. The extract was washed with a 5% aqueous solution of citric acid, a saturated aqueous solution...